This data is from the Open Reaction Database (ORD), a public repository of structured organic reaction records. The task is: describe an organic reaction: reactants, conditions, products, and yield Reactants: C(CC(O)(C(=O)O)CC(=O)O)(=O)O (citric acid), C(CC(O)(C(=O)O)CC(=O)O)(=O)O (citric acid), two. Solvent: O (water), O (water). The product is C(CC(O)(C(=O)[O-])CC(=O)[O-])(=O)[O-] (citrate), C(CC(O)(C(=O)O)CC(=O)O)(=O)O (citric acid). Isolated yield 4.0%. Reaction SMILES: [C:1]([OH:13])(=[O:12])[CH2:2][C:3]([CH2:8][C:9]([OH:11])=[O:10])([C:5]([OH:7])=[O:6])[OH:4]>O>[C:1]([O-:13])(=[O:12])[CH2:2][C:3]([CH2:8][C:9]([O-:11])=[O:10])([C:5]([O-:7])=[O:6])[OH:4].[C:1]([OH:13])(=[O:12])[CH2:2][C:3]([CH2:8][C:9]([OH:11])=[O:10])([C:5]([OH:7])=[O:6])[OH:4]. Procedure: A metal citrate solution was prepared by adding approximately 4 grams of citric acid to about 8 grams of water and mixed until fully dissolved. Thereafter, 0.1 grams each of two ion-exchange type antimicrobial agents, AgION AC10D and AgION AK10D antimicrobial agents from AgION Technologies of Wakefield, Mass., USA, were added to the concentrated citric acid solution with agitation until the antimicrobial agents fully dissolved. Approximately 92 grams of water was then added to provide a 4% citri... RXN SMILES: [Na+:19].[OH-:18].[n:1]1[nH:2][n:3][n:4][c:5]1[CH2:6][O:7][c:8]1[cH:9][cH:10][c:11]([C:12](=[O:13])[O:14][CH3:15])[cH:16][cH:17]1>>[n:1]1[n:2][nH:3][n:4][c:5]1[CH2:6][O:7][c:8]1[cH:9][cH:10][c:11]([C:12](=[O:13])[OH:14])[cH:16][cH:17]1. Yields the product O=C(O)c1ccc(OCc2nn[nH]n2)cc1. The reactants are [Na+], [OH-], COC(=O)c1ccc(OCc2nn[nH]n2)cc1. Reactants: CN(CCNC)C (N,N,N′-trimethylethylenediamine), C(C)(=O)O[BH-](OC(C)=O)OC(C)=O.[Na+] (sodium triacetoxyborohydride), ClC1=C2CNC(C2=C(C=C1)C=1N(C2=CC=C(C=C2C1)C=O)C(=O)OC(C)(C)C)=O (4-chloro-7-[1-(tert-butoxycarbonyl)-5-formylindol-2-yl]isoindolinone). The solvent is ClCCl (dichloromethane). The product is ClC1=C2CNC(C2=C(C=C1)C=1N(C2=CC=C(C=C2C1)CN(C)CCN(C)C)C(=O)OC(C)(C)C)=O (4-chloro-7-(1-(tert-butoxycarbonyl)-5-[N-(2-(dimethylamino)ethyl)-N-methylaminomethyl]indol-2-yl)isoindolinone). RXN SMILES: [Cl:1][C:2]1[CH:10]=[CH:9][C:8]([C:11]2[N:12]([C:22]([O:24][C:25]([CH3:28])([CH3:27])[CH3:26])=[O:23])[C:13]3[C:18]([CH:19]=2)=[CH:17][C:16]([CH:20]=O)=[CH:15][CH:14]=3)=[C:7]2[C:3]=1[CH2:4][NH:5][C:6]2=[O:29].[CH3:30][N:31]([CH3:36])[CH2:32][CH2:33][NH:34][CH3:35].C(O[BH-](OC(=O)C)OC(=O)C)(=O)C.[Na+]>ClCCl>[Cl:1][C:2]1[CH:10]=[CH:9][C:8]([C:11]2[N:12]([C:22]([O:24][C:25]([CH3:27])([CH3:28])[CH3:26])=[O:23])[C:13]3[C:18]([CH:19]=2)=[CH:17][C:16]([CH2:20][N:34]([CH2:33][CH2:32][N:31]([CH3:36])[CH3:30])[CH3:35])=[CH:15][CH:14]=3)=[C:7]2[C:3]=1[CH2:4][NH:5][C:6]2=[O:29] |f:2.3|. Reported procedure: In a similar manner to Step 1 of Example 56, 4-chloro-7-[1-(tert-butoxycarbonyl)-5-formylindol-2-yl]isoindolinone (20.0 mg, 0.0487 mmol) was dissolved in dichloromethane (0.5 mL). The solution was treated with N,N,N′-trimethylethylenediamine (32 mg, 0.20 mmol) and sodium triacetoxyborohydride (32 mg, 0.15 mmol) to obtain 4-chloro-7-(1-(tert-butoxycarbonyl)-5-[N-(2-(dimethylamino)ethyl)-N-methylaminomethyl]indol-2-yl)isoindolinone. Starting materials: C1CCOC1 (THF), C(C)(C)(C)C=1C=C(C=CC(=O)O)C=C(C1O)C(C)(C)C (3,5-di-tert-butyl-4-hydroxycinnamic acid), NC1=CC(=C(C=C1)O)[N+](=O)[O-] (4-amino-2-nitrophenol), OC1=CC=CC=2NN=NC21 (hydroxybenzotriazol). Run in CN(C)C=O (DMF). Reaction conditions: time 15 hour. The product is CC(C)(C)C=1C=C(C=C(C1O)C(C)(C)C)C(C(=O)NC1=CC(=C(C=C1)O)[N+](=O)[O-])=C ((3,5-bis-(1,1-dimethylethyl)-4-hydroxyphenyl]-N-(4-hydroxy-3-nitrophenyl)-2-propenamide). Isolated yield 73.9%. As a reaction SMILES: [C:1]([C:5]1[CH:6]=[C:7]([CH:13]=[C:14]([C:17]([CH3:20])([CH3:19])[CH3:18])[C:15]=1[OH:16])C=CC(O)=O)([CH3:4])([CH3:3])[CH3:2].[NH2:21][C:22]1[CH:27]=[CH:26][C:25]([OH:28])=[C:24]([N+:29]([O-:31])=[O:30])[CH:23]=1.[OH:32][C:33]1C2N=NNC=2C=[CH:35][CH:34]=1.C1COCC1>CN(C=O)C>[CH3:20][C:17]([C:14]1[CH:13]=[C:7]([C:34](=[CH2:35])[C:33]([NH:21][C:22]2[CH:27]=[CH:26][C:25]([OH:28])=[C:24]([N+:29]([O-:31])=[O:30])[CH:23]=2)=[O:32])[CH:6]=[C:5]([C:1]([CH3:2])([CH3:4])[CH3:3])[C:15]=1[OH:16])([CH3:18])[CH3:19]. Reported procedure: 1.78 g (6.4 mmoles) of 3,5-di-tert-butyl-4-hydroxycinnamic acid, 0.99 g (6.4 mmoles) of 4-amino-2-nitrophenol, previously diluted in 10 ml of DMF, 0.86 g (6.4 mmoles) of hydroxybenzotriazol and 1.32 g (6.4 mmoles) of dicyclobexylcarbodiimide are introduced into a 50 ml flask containing 10 ml of THF. The reaction medium is agitated for 15 hours at ambient temperature, the precipitate which appears is filtered and rinsed with ethyl acetate. After concentration of the solution under reduced pressur... Starting materials: CCOC(=O)C(CCCc1ccccc1Cl)C(C)=O, [Li]CCCC, CC(C)NC(C)C, C1CCOC1. The product is C=C(CCCc1ccccc1Cl)C(=O)OCC. RXN SMILES: [CH2:13]([CH3:14])[O:15][C:16]([CH:17]([CH2:18][CH2:19][CH2:20][c:21]1[c:22]([Cl:27])[cH:23][cH:24][cH:25][cH:26]1)[C:28](=[O:29])[CH3:30])=[O:31].[CH2:1]([Li:2])[CH2:3][CH2:4][CH3:5].[CH:6]([NH:7][CH:8]([CH3:9])[CH3:10])([CH3:11])[CH3:12].[O:32]1[CH2:33][CH2:34][CH2:35][CH2:36]1>>[CH2:13]([CH3:14])[O:15][C:16]([C:17]([CH2:18][CH2:19][CH2:20][c:21]1[c:22]([Cl:27])[cH:23][cH:24][cH:25][cH:26]1)=[CH2:28])=[O:31]. The reactants are BrC=1C=C(C(=NC1)F)B(O)O (5-bromo-2-fluoropyridin-3-ylboronic acid), C([O-])([O-])=O.[Na+].[Na+] (sodium carbonate), FC1=CC=C(C=C1)C=C (1-fluoro-4-vinylbenzene). Reagents/catalysts: C(C)(=O)[O-].[Pd+2].C(C)(=O)[O-] (palladium(II) acetate). Solvent: CN(C=O)C (dimethylformamide). Yields the product BrC=1C=C(C(=NC1)F)\C=C\C1=CC=C(C=C1)F ((E)-5-bromo-2-fluoro-3-(4-fluorostyryl)pyridine). Isolated yield 31.5%. Reaction SMILES: [Br:1][C:2]1[CH:3]=[C:4](B(O)O)[C:5]([F:8])=[N:6][CH:7]=1.C(=O)([O-])[O-].[Na+].[Na+].[F:18][C:19]1[CH:24]=[CH:23][C:22]([CH:25]=[CH2:26])=[CH:21][CH:20]=1>CN(C)C=O.C([O-])(=O)C.[Pd+2].C([O-])(=O)C>[Br:1][C:2]1[CH:3]=[C:4](/[CH:26]=[CH:25]/[C:22]2[CH:23]=[CH:24][C:19]([F:18])=[CH:20][CH:21]=2)[C:5]([F:8])=[N:6][CH:7]=1 |f:1.2.3,6.7.8|. Reported procedure: To a 15 mL round bottom flask was added 5-bromo-2-fluoropyridin-3-ylboronic acid (895 mg, 4.07 mmol), sodium carbonate (863 mg, 8.14 mmol) and 1-fluoro-4-vinylbenzene (647 mg, 5.29 mmol) in dimethylformamide (8 mL). The solution was stirred at room temperature and the flask was purged with oxygen for 3 min. To the purged flask was quickly added palladium(II) acetate (91 mg, 0.407 mmol) and the reaction flask was again sealed and purged with oxygen for 15 min. The reaction mixture was then stirre... The reactants are CCC(CC)O[C@@H]1C=C(C[C@@H]([C@H]1NC(=O)C)N)C(=O)OCC.C(C(C(=O)O)O)(C(=O)O)O (oseltamivir tartrate), CC(=O)C (acetone), OP(=O)(O)O (H3PO4). Solvent: C(C)O (ethanol). Reaction conditions: temperature 27.5 celsius, time 30 minute. The product is CCC(CC)O[C@@H]1C=C(C[C@@H]([C@H]1NC(=O)C)N)C(=O)OCC.OP(=O)(O)O (oseltamivir phosphate). Yield: 56.3%. RXN SMILES: [CH3:1][CH2:2][CH:3]([O:6][C@H:7]1[C@H:12]([NH:13][C:14]([CH3:16])=[O:15])[C@@H:11]([NH2:17])[CH2:10][C:9]([C:18]([O:20][CH2:21][CH3:22])=[O:19])=[CH:8]1)[CH2:4][CH3:5].C(O)(C(O)=O)C(O)C(O)=O.CC(C)=O.[OH:37][P:38]([OH:41])([OH:40])=[O:39]>C(O)C>[CH3:5][CH2:4][CH:3]([O:6][C@H:7]1[C@H:12]([NH:13][C:14]([CH3:16])=[O:15])[C@@H:11]([NH2:17])[CH2:10][C:9]([C:18]([O:20][CH2:21][CH3:22])=[O:19])=[CH:8]1)[CH2:2][CH3:1].[OH:39][P:38]([OH:41])([OH:40])=[O:37] |f:0.1,5.6|. Procedure: Oseltamivir tartrate (13 gm, obtained in example 3) is added to acetone (150 ml) at 25-30° C., the solution of H3PO4 (3.5 gm) in 40 ml of ethanol is added to the contents and then stirred for 1 hour 30 minutes at 25-30° C. Filtered the solid, washed with 30 ml of acetone and dried to yield 6.5 gm of oseltamivir phosphate (HPLC purity: 99.8%). Reactants: 0.25, C(C1=CC=CC=C1)[C@H]1N(CC[C@@H](C1)N(C(C(F)(F)F)=O)CC1=CC=NC2=CC=CC=C12)C(=O)C=1C=C(C=CC1)C ((2R*,4S*)-2-benzyl-1-(3-toluoyl)-N-(4-quinolylmethyl)-N-trifluoroacetyl-4-piperidinamine), [BH4-].[Na+] (sodium borohydride). Yields the product C(C1=CC=CC=C1)[C@H]1N(CC[C@@H](C1)NCC1=CC=NC2=CC=CC=C12)C(=O)C=1C=C(C=CC1)C ((2R*,4S*)-2-benzyl-1-(3-toluoyl)-N-(4-quinolylmethyl)-4-piperidinamine). RXN SMILES: [CH2:1]([C@@H:8]1[CH2:13][C@@H:12]([N:14]([CH2:21][C:22]2[C:31]3[C:26](=[CH:27][CH:28]=[CH:29][CH:30]=3)[N:25]=[CH:24][CH:23]=2)C(=O)C(F)(F)F)[CH2:11][CH2:10][N:9]1[C:32]([C:34]1[CH:35]=[C:36]([CH3:40])[CH:37]=[CH:38][CH:39]=1)=[O:33])[C:2]1[CH:7]=[CH:6][CH:5]=[CH:4][CH:3]=1.[BH4-].[Na+]>>[CH2:1]([C@@H:8]1[CH2:13][C@@H:12]([NH:14][CH2:21][C:22]2[C:31]3[C:26](=[CH:27][CH:28]=[CH:29][CH:30]=3)[N:25]=[CH:24][CH:23]=2)[CH2:11][CH2:10][N:9]1[C:32]([C:34]1[CH:35]=[C:36]([CH3:40])[CH:37]=[CH:38][CH:39]=1)=[O:33])[C:2]1[CH:7]=[CH:6][CH:5]=[CH:4][CH:3]=1 |f:1.2|. Reported procedure: 0.25 1 g (0.460 mmol) of (2R*,4S*)-2-benzyl-1-(3-toluoyl)-N-(4-quinolylmethyl)-N-trifluoroacetyl-4-piperidinamine is reacted with 0.070 g (1.84 mmol) of sodium borohydride in analogy to Example 2. The title compound ##STR71## is obtained (0.172 g, 83%) as white foam. TLC: methylene chloride/methanol/conc. ammonia (700:50:1) Rf =0.27, D-MS: M+ =449. Reactants: Cl.ClC1=CC=C2C(=CN(C2=C1)CCNC)C(=O)N1CCC(CC1)N1C(CC2=CC=CC=C12)=O (1-{1-[6-chloro-1-(2-methylamino-ethyl)-1H-indole-3-carbonyl]-piperidin-4-yl}-1,3-dihydro-indol-2-one hydrochloride), Cl.N1CCC(CC1)N1N=NC2=C1C=CC=C2 (1-(4-piperidyl)-1H-1,2,3-benzotriazole hydrochloride), C(C)(C)N(C(C)C)CC (N,N-diisopropylethylamine). Yields the product Cl.N1(N=NC2=C1C=CC=C2)C2CCN(CC2)C(=O)C2=CN(C1=CC(=CC=C21)Cl)CCNC ((4-Benzotriazol-1-yl-piperidin-1-yl)-[6-chloro-1-(2-methylamino-ethyl)-1H-indol-3-yl]-methanone hydrochloride). Reaction SMILES: Cl.[Cl:2][C:3]1[CH:11]=[C:10]2[C:6]([C:7]([C:16]([N:18]3[CH2:23][CH2:22][CH:21]([N:24]4[C:32]5[C:27](=[CH:28][CH:29]=[CH:30][CH:31]=5)CC4=O)[CH2:20][CH2:19]3)=[O:17])=[CH:8][N:9]2[CH2:12][CH2:13][NH:14][CH3:15])=[CH:5][CH:4]=1.Cl.N1CCC([N:41]2C3C=CC=CC=3N=[N:42]2)CC1.C(N(CC)C(C)C)(C)C>>[ClH:2].[N:24]1([CH:21]2[CH2:22][CH2:23][N:18]([C:16]([C:7]3[C:6]4[C:5](=[CH:4][C:3]([Cl:2])=[CH:11][CH:10]=4)[N:9]([CH2:12][CH2:13][NH:14][CH3:15])[CH:8]=3)=[O:17])[CH2:19][CH2:20]2)[C:32]2[CH:31]=[CH:30][CH:29]=[CH:28][C:27]=2[N:42]=[N:41]1 |f:0.1,2.3,5.6|. Procedure: The title compound was prepared according to the procedures described for the preparation of 1-{1-[6-chloro-1-(2-methylamino-ethyl)-1H-indole-3-carbonyl]-piperidin-4-yl}-1,3-dihydro-indol-2-one hydrochloride using 1-(4-piperidyl)-1H-1,2,3-benzotriazole hydrochloride instead of 1,3-dihydro-1-(piperidin-4-yl)-(2H)-indol-2-one and a total of 3.2 molar equivalents of N,N-diisopropylethylamine instead of 2.2 molar equivalents in step a).